From a dataset of the Open Reaction Database (ORD), a public repository of structured organic reaction records. describe an organic reaction: reactants, conditions, products, and yield The reactants are N1=CC(=CC=C1)C1=NC(=NC=C1)NC1=CC=C(C(=O)O)C=C1 (4-[[4-(3-pyridinyl)-2-pyrimidinyl]amino]benzoic acid), S(=O)(Cl)Cl (thionyl chloride). Yields the product N1=CC(=CC=C1)C1=NC(=NC=C1)NC1=CC=C(C(=O)Cl)C=C1 (4-[[4-(3-pyridinyl)-2-pyrimidinyl]amino]benzoic acid chloride). Reaction SMILES: [N:1]1[CH:6]=[CH:5][CH:4]=[C:3]([C:7]2[CH:12]=[CH:11][N:10]=[C:9]([NH:13][C:14]3[CH:22]=[CH:21][C:17]([C:18](O)=[O:19])=[CH:16][CH:15]=3)[N:8]=2)[CH:2]=1.S(Cl)([Cl:25])=O>>[N:1]1[CH:6]=[CH:5][CH:4]=[C:3]([C:7]2[CH:12]=[CH:11][N:10]=[C:9]([NH:13][C:14]3[CH:22]=[CH:21][C:17]([C:18]([Cl:25])=[O:19])=[CH:16][CH:15]=3)[N:8]=2)[CH:2]=1. Reported procedure: A 5.85 g portion of 4-[[4-(3-pyridinyl)-2-pyrimidinyl]amino]benzoic acid in 30 ml of thionyl chloride was refluxed on a steam bath for one hour, then evaporated to dryness. The residue was boiled with dimethoxyethane, then cooled and the solid recovered and washed with ether, giving 6.90 g of 4-[[4-(3-pyridinyl)-2-pyrimidinyl]amino]benzoic acid chloride. Reactants: [Na] (sodium), COC=1C=C(C=O)C=C(C1OC)OC (3,4,5-Trimethoxybenzaldehyde), N(=[N+]=[N-])CC(=O)OC (methyl azidoacetate). Run in CO (methanol), CO (methanol). Conditions: time 30 minute. The product is COC=1C=C(C=C(C1OC)OC)C=C(C(=O)OC)N=[N+]=[N-] (Methyl 3-(3,4,5-trimethoxyphenyl)-2-azidopropenoate). Reaction SMILES: [CH3:1][O:2][C:3]1[CH:4]=[C:5]([CH:8]=[C:9]([O:13][CH3:14])[C:10]=1[O:11][CH3:12])[CH:6]=O.[N:15]([CH2:18][C:19]([O:21][CH3:22])=[O:20])=[N+:16]=[N-:17].[Na]>CO>[CH3:1][O:2][C:3]1[CH:4]=[C:5]([CH:6]=[C:18]([N:15]=[N+:16]=[N-:17])[C:19]([O:21][CH3:22])=[O:20])[CH:8]=[C:9]([O:13][CH3:14])[C:10]=1[O:11][CH3:12] |^1:22|. Reported procedure: 3,4,5-Trimethoxybenzaldehyde (992 mg) and methyl azidoacetate (2.91 g) were dissolved in dry methanol (2 mL), and a dry methanol solution (10 mL) of sodium (582 mg) was added dropwise to the solution at 0° C. over 2 hours under an argon atmosphere. After stirring the reaction mixture for 30 minutes as it is, it was concentrated under reduced pressure, and water was added to the residue to collect crystals deposited by filtration. The crystals were washed with water and dried to obtain the title ... The reactants are CC(=O)Nc1cccc(O)c1, CCOC(C)=O, [K+], [K+], O=[N+]([O-])c1ccc(F)cc1[N+](=O)[O-], O=C([O-])[O-], CN(C)C=O. Yields the product CC(=O)Nc1cccc(Oc2ccc([N+](=O)[O-])c([N+](=O)[O-])c2)c1. As a reaction SMILES: [C:14]([CH3:15])(=[O:16])[NH:17][c:18]1[cH:19][c:20]([OH:24])[cH:21][cH:22][cH:23]1.[CH3:31][CH2:32][O:33][C:34]([CH3:35])=[O:36].[K+:25].[K+:26].[N+:1](=[O:2])([O-:3])[c:4]1[cH:5][c:6]([F:13])[cH:7][cH:8][c:9]1[N+:10](=[O:11])[O-:12].[O-:27][C:28]([O-:29])=[O:30].[O:37]=[CH:38][N:39]([CH3:40])[CH3:41]>>[N+:1](=[O:2])([O-:3])[c:4]1[cH:5][c:6]([O:24][c:20]2[cH:19][c:18]([NH:17][C:14]([CH3:15])=[O:16])[cH:23][cH:22][cH:21]2)[cH:7][cH:8][c:9]1[N+:10](=[O:11])[O-:12]. Starting materials: ClC=1N=C(C2=C(N1)NC=C2)NCCCN2CCOCC2 (2-chloro-N-(3-morpholinopropyl)-7H-pyrrolo[2,3-d]pyrimidin-4-amine), NC1=CC=C2C=NNC2=C1 (6-aminoindazole), C[Si](C)(C)Cl (trimethylsilyl chloride). Solvent: C(CCC)O (nBuOH). Conditions: temperature 116 celsius. Yields the product N1N=CC2=CC=C(C=C12)NC=1N=C(C2=C(N1)NC=C2)NCCCN2CCOCC2 (N2-(1H-indazol-6-yl)-N4-(3-morpholinopropyl)-7H-pyrrolo[2,3-d]pyrimidine-2,4-diamine). Isolated yield 18.5%. As a reaction SMILES: Cl[C:2]1[N:3]=[C:4]([NH:11][CH2:12][CH2:13][CH2:14][N:15]2[CH2:20][CH2:19][O:18][CH2:17][CH2:16]2)[C:5]2[CH:10]=[CH:9][NH:8][C:6]=2[N:7]=1.[NH2:21][C:22]1[CH:30]=[C:29]2[C:25]([CH:26]=[N:27][NH:28]2)=[CH:24][CH:23]=1.C[Si](Cl)(C)C>C(O)CCC>[NH:28]1[C:29]2[C:25](=[CH:24][CH:23]=[C:22]([NH:21][C:2]3[N:3]=[C:4]([NH:11][CH2:12][CH2:13][CH2:14][N:15]4[CH2:20][CH2:19][O:18][CH2:17][CH2:16]4)[C:5]4[CH:10]=[CH:9][NH:8][C:6]=4[N:7]=3)[CH:30]=2)[CH:26]=[N:27]1. Reported procedure: A mixture of 2-chloro-N-(3-morpholinopropyl)-7H-pyrrolo[2,3-d]pyrimidin-4-amine (65 mg, 0.22 mmol), 6-aminoindazole (80 mg, 0.60 mmol) and trimethylsilyl chloride (0.100 mL, 0.72 mmol) in nBuOH (3 mL) was heated at 116° C. overnight. It was then purified by HPLC to give the titled compound (16 mg). MS 393.5 (M+H); UV 217.9, 239.1, 309.1 nm. The reactants are Cl.C1(CC1)CNC (1-cyclopropyl-N-methylmethanamine hydrochloride), CN(C)C(=[N+](C)C)ON1C2=C(C=CC=C2)N=N1.[B-](F)(F)(F)F (TBTU), CCN(C(C)C)C(C)C (DIEA), C1(CC1)COC1=C(C=CC(=N1)C(=O)O)N1CC(C1)(F)F (6-cyclopropylmethoxy-5-(3,3-difluoro-azetidin-1-yl)-pyridine-2-carboxylic acid). Procedure: In analogy to the procedure described in Example 47 b), 6-cyclopropylmethoxy-5-(3,3-difluoro-azetidin-1-yl)-pyridine-2-carboxylic acid (Example 1 b)) was reacted with 1-cyclopropyl-N-methylmethanamine hydrochloride (77335-18-3) in the presence of TBTU and DIEA to obtain the title compound as colorless oil; MS (EI): m/e=352.4 [MH+]. Yields the product C1(CC1)CN(C(=O)C1=NC(=C(C=C1)N1CC(C1)(F)F)OCC1CC1)C (6-Cyclopropylmethoxy-5-(3,3-difluoro-azetidin-1-yl)-pyridine-2-carboxylic acid cyclopropylmethyl-methyl-amide). Reaction SMILES: [CH:1]1([CH2:4][O:5][C:6]2[N:11]=[C:10]([C:12]([OH:14])=O)[CH:9]=[CH:8][C:7]=2[N:15]2[CH2:18][C:17]([F:20])([F:19])[CH2:16]2)[CH2:3][CH2:2]1.Cl.[CH:22]1([CH2:25][NH:26][CH3:27])[CH2:24][CH2:23]1.CN(C(ON1N=NC2C=CC=CC1=2)=[N+](C)C)C.[B-](F)(F)(F)F.CCN(C(C)C)C(C)C>>[CH:22]1([CH2:25][N:26]([CH3:27])[C:12]([C:10]2[CH:9]=[CH:8][C:7]([N:15]3[CH2:18][C:17]([F:20])([F:19])[CH2:16]3)=[C:6]([O:5][CH2:4][CH:1]3[CH2:2][CH2:3]3)[N:11]=2)=[O:14])[CH2:24][CH2:23]1 |f:1.2,3.4|.